From a dataset of the Open Reaction Database (ORD), a public repository of structured organic reaction records. describe an organic reaction: reactants, conditions, products, and yield Starting materials: C(C1=CC=CC=C1)OC=1C=C(C2=C(C=CO2)C1)C1=C(C(NC1=O)=O)C1=CN(C2=CC=CC=C12)CCCOS(=O)(=O)C (methanesulfonic acid 3-{3-[4-(5-benzyloxybenzofur-7-yl)-2,5-dioxo-2,5-dihydro-1H-pyrrol-3-yl]indol-1-yl}propyl ester), N1CCCC1 (pyrrolidine). The solvent is CN1CCCC1 (1-methylpyrrolidine), C(C)(=O)OCC (ethyl acetate). Conditions: temperature 55 celsius, time 8 hour. Yields the product C(C1=CC=CC=C1)OC=1C=C(C2=C(C=CO2)C1)C=1C(NC(C1C1=CN(C2=CC=CC=C12)CCCN1CCCC1)=O)=O (3-(5-Benzyloxybenzofur-7-yl)-4-[1-(3-pyrrolidin-1-ylpropyl)-1H-indol-3-yl]pyrrole-2,5-dione). Isolated yield 94.0%. RXN SMILES: [CH2:1]([O:8][C:9]1[CH:10]=[C:11]([C:18]2[C:22](=[O:23])[NH:21][C:20](=[O:24])[C:19]=2[C:25]2[C:33]3[C:28](=[CH:29][CH:30]=[CH:31][CH:32]=3)[N:27]([CH2:34][CH2:35][CH2:36]OS(C)(=O)=O)[CH:26]=2)[C:12]2[O:16][CH:15]=[CH:14][C:13]=2[CH:17]=1)[C:2]1[CH:7]=[CH:6][CH:5]=[CH:4][CH:3]=1.[NH:42]1[CH2:46][CH2:45][CH2:44][CH2:43]1>CN1CCCC1.C(OCC)(=O)C>[CH2:1]([O:8][C:9]1[CH:10]=[C:11]([C:18]2[C:22](=[O:23])[NH:21][C:20](=[O:24])[C:19]=2[C:25]2[C:33]3[C:28](=[CH:29][CH:30]=[CH:31][CH:32]=3)[N:27]([CH2:34][CH2:35][CH2:36][N:42]3[CH2:46][CH2:45][CH2:44][CH2:43]3)[CH:26]=2)[C:12]2[O:16][CH:15]=[CH:14][C:13]=2[CH:17]=1)[C:2]1[CH:3]=[CH:4][CH:5]=[CH:6][CH:7]=1. Procedure: Dissolve methanesulfonic acid 3-{3-[4-(5-benzyloxybenzofur-7-yl)-2,5-dioxo-2,5-dihydro-1H-pyrrol-3-yl]indol-1-yl}propyl ester (220 mg, 0.39 mmol) and pyrrolidine (411 mg, 5.78 mmol) in 1-methylpyrrolidine (6 ml) and heat to 55° C. for 5 hours. Allow the reaction to cool to room temperature and stir overnight. Dilute the reaction in ethyl acetate, wash with water and brine, and dry with magnesium sulfate. Purification by flash chromatography gives the title compound (200 mg, 95%). MS(ES+): 546.13... Starting materials: [H-].[Al+3].[Li+].[H-].[H-].[H-] (lithium aluminium hydride), C[Si](C)(C)C#N (trimethylsilyl cyanide), COC1=CC=C2CCC(C2=C1)=O (6-methoxy-1-indanon), C1(=CC=CC=C1)C (toluene), cyanohydrin. Reagents/catalysts: [I-].[Zn+2].[I-] (zinc iodide). Solvent: CCOCC (ether), CCOCC (ether). Run at time 16 hour. Product: OC1(CCC2=CC=C(C=C12)OC)CN (1-Hydroxy-6-methoxy-1-indanmethylamine). RXN SMILES: C[Si]([C:5]#[N:6])(C)C.[CH3:7][O:8][C:9]1[CH:17]=[C:16]2[C:12]([CH2:13][CH2:14][C:15]2=[O:18])=[CH:11][CH:10]=1.C1(C)C=CC=CC=1.[H-].[Al+3].[Li+].[H-].[H-].[H-]>CCOCC.[I-].[Zn+2].[I-]>[OH:18][C:15]1([CH2:5][NH2:6])[C:16]2[C:12](=[CH:11][CH:10]=[C:9]([O:8][CH3:7])[CH:17]=2)[CH2:13][CH2:14]1 |f:3.4.5.6.7.8,10.11.12|. Reported procedure: 60 g of trimethylsilyl cyanide are added via syringe to a mixture of 75 g of 6-methoxy-1-indanon, 0.8 g of anhydrous zinc iodide and 150 milliliters of anhydrous toluene. The reaction mixture was heated to 60 degrees Centigrade for 6 hours and then stirred for 16 hours without heating. To a cooled suspension of 44 g of lithium aluminium hydride in 1300 milliliters of anhydrous ether was added the solution of the unpurified cyanohydrin in ether at 0°-5° C. After the addition had been completed th... The reactants are O.C(C1=CC=CC=C1)N1C(=NC=C1)C (1-benzyl-2-methylimidazole monohydrate), C=O (formaldehyde), C(C)(=O)[O-].[Na+] (sodium acetate), [OH-].[Na+] (sodium hydroxide), C([O-])([O-])=O.[Na+].[Na+] (sodium carbonate). The solvent is C(C)(=O)O (acetic acid), C(C)OCC (diethyl ether), O (water). Product: C(C1=CC=CC=C1)N1C(=NC(=C1)CO)C (1-Benzyl-4-hydroxymethyl-2-methylimidazole). Isolated yield 12.9%. RXN SMILES: O.[CH2:2]([N:9]1[CH:13]=[CH:12][N:11]=[C:10]1[CH3:14])[C:3]1[CH:8]=[CH:7][CH:6]=[CH:5][CH:4]=1.C=O.[C:17]([O-])(=[O:19])C.[Na+].C(=O)([O-])[O-].[Na+].[Na+].[OH-].[Na+]>O.C(OCC)C.C(O)(=O)C>[CH2:2]([N:9]1[CH:13]=[C:12]([CH2:17][OH:19])[N:11]=[C:10]1[CH3:14])[C:3]1[CH:4]=[CH:5][CH:6]=[CH:7][CH:8]=1 |f:0.1,3.4,5.6.7,8.9|. Procedure: A mixture of 8.5 g (0.05 mole) of 1-benzyl-2-methylimidazole monohydrate, 50 ml of 36% formaldehyde, 6 ml of acetic acid and 8.0 g (0.098 mole) of sodium acetate is stirred and heated at reflux for 26 hours. It was then stirred over a weekend (about 65 hours) at room temperature and neutralized with solid sodium carbonate. The neutral solution was extracted with ethyl acetate, the extract dried (MgSO4) and evaporated under reduced pressure to an oil. Water (10 ml) and isopropanol (50 ml) were ad... Starting materials: ClC1=NC=2C=3N(C(CC2C=C1)CO)C=1C=CC=C(C1C3)F ((2-chloro-11-fluoro-5,6-dihydroindolo[1,2-h][1,7]naphthyridin-6-yl)methanol), TEA, CS(=O)(=O)Cl (MsCl). The solvent is C1CCOC1 (THF). Run at temperature 0 celsius. The product is CS(=O)(=O)OCC1CC=2C=CC(=NC2C=2N1C=1C=CC=C(C1C2)F)Cl ((2-chloro-11-fluoro-5,6-dihydroindolo[1,2-h][1,7]naphthyridin-6-yl)methyl methanesulfonate). Isolated yield 79.6%. As a reaction SMILES: [Cl:1][C:2]1[CH:11]=[CH:10][C:9]2[CH2:8][CH:7]([CH2:12][OH:13])[N:6]3[C:14]4[CH:15]=[CH:16][CH:17]=[C:18]([F:21])[C:19]=4[CH:20]=[C:5]3[C:4]=2[N:3]=1.[CH3:22][S:23](Cl)(=[O:25])=[O:24]>C1COCC1>[CH3:22][S:23]([O:13][CH2:12][CH:7]1[N:6]2[C:14]3[CH:15]=[CH:16][CH:17]=[C:18]([F:21])[C:19]=3[CH:20]=[C:5]2[C:4]2[N:3]=[C:2]([Cl:1])[CH:11]=[CH:10][C:9]=2[CH2:8]1)(=[O:25])=[O:24]. Reported procedure: A mixture of (2-chloro-11-fluoro-5,6-dihydroindolo[1,2-h][1,7]naphthyridin-6-yl)methanol (200 mg, 0.66 mmol) and TEA (200 mg, 1.98 mmol) in THF (8 mL) was stirred at 0° C. and MsCl (114 mg, 0.99 mmol) was added dropwise. The reaction was stirred at RT for 8 h. The reaction was washed with 1N HCl and extracted with DCM, dried with Na2SO4 and concentrated to give (2-chloro-11-fluoro-5,6-dihydroindolo[1,2-h][1,7]naphthyridin-6-yl)methyl methanesulfonate (200 mg, yield: 80%). 1H-NMR (CDCl3, 400 MHz)... Reactants: CC1Cc2ccc(Br)cc2CN1c1cc(N2CCN(C)CC2)nc(N)n1, O=C([O-])O, C1COCCO1, CO, CC1(C)OB(c2cnn(CCF)c2)OC1(C)C, [Na+], O, c1ccc(P(c2ccccc2)(c2ccccc2)[Pd](P(c2ccccc2)(c2ccccc2)c2ccccc2)(P(c2ccccc2)(c2ccccc2)c2ccccc2)P(c2ccccc2)(c2ccccc2)c2ccccc2)cc1. Product: CC1Cc2ccc(-c3cnn(CCF)c3)cc2CN1c1cc(N2CCN(C)CC2)nc(N)n1. RXN SMILES: [Br:1][c:2]1[cH:3][cH:4][c:5]2[c:10]([cH:11]1)[CH2:9][N:8]([c:12]1[n:13][c:14]([NH2:25])[n:15][c:16]([N:18]3[CH2:19][CH2:20][N:21]([CH3:24])[CH2:22][CH2:23]3)[cH:17]1)[CH:7]([CH3:26])[CH2:6]2.[C:44](=[O:45])([OH:46])[O-:47].[CH2:49]1[O:50][CH2:51][CH2:52][O:53][CH2:54]1.[CH3:55][OH:56].[F:27][CH2:28][CH2:29][n:30]1[n:31][cH:32][c:33]([B:35]2[O:36][C:37]([CH3:38])([CH3:39])[C:40]([CH3:41])([CH3:42])[O:43]2)[cH:34]1.[Na+:48].[OH2:134].[cH:57]1[cH:58][cH:59][c:60]([P:61]([Pd:62]([P:63]([c:64]2[cH:65][cH:66][cH:67][cH:68][cH:69]2)([c:70]2[cH:71][cH:72][cH:73][cH:74][cH:75]2)[c:76]2[cH:77][cH:78][cH:79][cH:80][cH:81]2)([P:82]([c:83]2[cH:84][cH:85][cH:86][cH:87][cH:88]2)([c:89]2[cH:90][cH:91][cH:92][cH:93][cH:94]2)[c:95]2[cH:96][cH:97][cH:98][cH:99][cH:100]2)[P:101]([c:102]2[cH:103][cH:104][cH:105][cH:106][cH:107]2)([c:108]2[cH:109][cH:110][cH:111][cH:112][cH:113]2)[c:114]2[cH:115][cH:116][cH:117][cH:118][cH:119]2)([c:120]2[cH:121][cH:122][cH:123][cH:124][cH:125]2)[c:126]2[cH:127][cH:128][cH:129][cH:130][cH:131]2)[cH:132][cH:133]1>>[c:2]1(-[c:33]2[cH:32][n:31][n:30]([CH2:29][CH2:28][F:27])[cH:34]2)[cH:3][cH:4][c:5]2[c:10]([cH:11]1)[CH2:9][N:8]([c:12]1[n:13][c:14]([NH2:25])[n:15][c:16]([N:18]3[CH2:19][CH2:20][N:21]([CH3:24])[CH2:22][CH2:23]3)[cH:17]1)[CH:7]([CH3:26])[CH2:6]2. The reactants are CC(CCC(C)=O)=O (hexan-2,5-dione), C(O)CN (ethanol amine), C(C(C)(C)C)(=O)O (pivalic acid), CCCCCCC (n-heptane). The solvent is C1(=CC=CC=C1)C (toluene), ClCCl (dichloromethane), O (Water). Run at temperature 115 celsius. Product: OCCN1C(=CC=C1C)C (1-(2-hydroxyethyl)-2,5-dimethyl-1H-pyrrole). As a reaction SMILES: [CH3:1][C:2](=O)[CH2:3][CH2:4][C:5](=O)[CH3:6].[CH2:9]([CH2:11][NH2:12])[OH:10].C(O)(=O)C(C)(C)C.CCCCCCC>ClCCl.O.C1(C)C=CC=CC=1>[OH:10][CH2:9][CH2:11][N:12]1[C:2]([CH3:1])=[CH:3][CH:4]=[C:5]1[CH3:6]. Reported procedure: A mixture of hexan-2,5-dione (5 g), ethanol amine (26.7 g) and pivalic acid (23.26 g) in a solvent mixture containing n-heptane: tetrahydrofliran: toluene (4:1:1, 50 mL) was refluxed with stirring at 110-120° C. Water formed during the reaction was removed azeotropically during 3 to 4 hrs. The reaction mixture was cooled and the solvent was removed. The residue obtained was dissolved in dichloromethane (30 mL), washed with saturated sodium bicarbonate solution (30 mL), water (30 mL), and then wi... Reaction SMILES: [CH2:43]1[O:44][CH2:45][CH2:46][CH2:47]1.[CH3:1][O:2][C:3]([CH2:4][CH2:5][CH:6]([N:7]1[C:8](=[O:32])[c:9]2[cH:10][cH:11][cH:12][c:13]([O:16][CH2:17][c:18]3[cH:19][c:20]([Cl:31])[c:21]([CH2:24][N:25]4[CH2:26][CH2:27][O:28][CH2:29][CH2:30]4)[cH:22][cH:23]3)[c:14]2[CH2:15]1)[C:33]([NH2:34])=[O:35])=[O:36].[CH3:37][C:38]([CH3:39])([O-:40])[CH3:41].[K+:42]>>[O:2]=[C:3]1[CH2:4][CH2:5][CH:6]([N:7]2[C:8](=[O:32])[c:9]3[cH:10][cH:11][cH:12][c:13]([O:16][CH2:17][c:18]4[cH:19][c:20]([Cl:31])[c:21]([CH2:24][N:25]5[CH2:26][CH2:27][O:28][CH2:29][CH2:30]5)[cH:22][cH:23]4)[c:14]3[CH2:15]2)[C:33](=[O:35])[NH:34]1. The reactants are C1CCOC1, COC(=O)CCC(C(N)=O)N1Cc2c(OCc3ccc(CN4CCOCC4)c(Cl)c3)cccc2C1=O, CC(C)(C)[O-], [K+]. The product is O=C1CCC(N2Cc3c(OCc4ccc(CN5CCOCC5)c(Cl)c4)cccc3C2=O)C(=O)N1. The reactants are CN(S(=O)(=O)NC=1C=C(C(=O)C2=CC=CC=C2)C=CC1)C (3-[N-(dimethylaminosulfonyl)amino]-benzophenone), O.NN (hydrazine hydrate). Run in C(C)O (ethanol). Product: CN(S(=O)(=O)NC=1C=C(C(C2=CC=CC=C2)=NN)C=CC1)C (3-[N-(dimethylaminosulfonyl)-amino]benzophenone hydrazone). The yield is 109.0%. RXN SMILES: [CH3:1][N:2]([CH3:21])[S:3]([NH:6][C:7]1[CH:8]=[C:9]([CH:18]=[CH:19][CH:20]=1)[C:10]([C:12]1[CH:17]=[CH:16][CH:15]=[CH:14][CH:13]=1)=O)(=[O:5])=[O:4].O.[NH2:23][NH2:24]>C(O)C>[CH3:1][N:2]([CH3:21])[S:3]([NH:6][C:7]1[CH:8]=[C:9]([CH:18]=[CH:19][CH:20]=1)[C:10](=[N:23][NH2:24])[C:12]1[CH:17]=[CH:16][CH:15]=[CH:14][CH:13]=1)(=[O:5])=[O:4] |f:1.2|. Procedure details: A solution of 3-[N-(dimethylaminosulfonyl)amino]-benzophenone (200 mg) and hydrazine hydrate (100 mg) in ethanol (4 ml) is refluxed for 17.5 hours. The reaction mixture is concentrated in vacuum and the residue is basified with aqueous sodium hydrogencarbonate and shaken with methylene chloride. The organic layer is washed with water, dried over anhydrous sodium sulfate and concentrated in vacuum. The residue is chromatographed on a column of silica gel, which is eluted with 3% methanol and meth... Starting materials: COC(C1=CN=CC(=C1)Br)=O (5-Bromo-nicotinic acid methyl ester), ICC (iodoethane). Yields the product BrC=1C=NC=C(C1)COC (3-bromo-5-(methoxymethyl)pyridine). Yield: 89.0%. RXN SMILES: [CH3:1][O:2][C:3](=O)[C:4]1[CH:9]=[C:8]([Br:10])[CH:7]=[N:6][CH:5]=1.ICC>>[Br:10][C:8]1[CH:7]=[N:6][CH:5]=[C:4]([CH2:3][O:2][CH3:1])[CH:9]=1. Procedure: Prepared in a similar manner to Example 26a starting from (5-bromopyridin-3-yl)methanol (example 26d) and iodoethane. Yield: 89%. 1H NMR (400 MHz, CDCl3): δ 3.43 (s, 3H), 4.46 (s, 2H), 7.85 (s, 1H), 8.47 (s, 1H), 8.61 (s, 1H).